This data is from the Open Reaction Database (ORD), a public repository of structured organic reaction records. The task is: describe an organic reaction: reactants, conditions, products, and yield Reactants: COc1ccc(C=Cc2cc(C(=O)O)ccc2C(=O)O)cc1, CN(C)C=O, CC(=O)O. The product is COc1ccc(CCc2cc(C(=O)O)ccc2C(=O)O)cc1. As a reaction SMILES: [CH3:1][O:2][c:3]1[cH:4][cH:5][c:6]([CH:7]=[CH:8][c:9]2[c:10]([C:18](=[O:19])[OH:20])[cH:11][cH:12][c:13]([C:15](=[O:16])[OH:17])[cH:14]2)[cH:21][cH:22]1.[CH3:23][N:24]([CH3:25])[CH:26]=[O:27].[CH3:28][C:29](=[O:30])[OH:31]>>[CH3:1][O:2][c:3]1[cH:4][cH:5][c:6]([CH2:7][CH2:8][c:9]2[c:10]([C:18](=[O:19])[OH:20])[cH:11][cH:12][c:13]([C:15](=[O:16])[OH:17])[cH:14]2)[cH:21][cH:22]1. The reactants are FC(C(=O)N1CCC2=C(C(C1)C)C=C(C(=C2)OC)I)(F)F (N-trifluoroacetyl-8-iodo-7-methoxy-1-methyl-2,3,4,5-tetrahydro-1H-3-benzazepine), B(Br)(Br)Br (BBr3), solution. Solvent: ClCCl (dichloromethane), C(Cl)Cl (CH2Cl2). Reaction conditions: time 8 hour. Product: FC(C(=O)N1CCC2=C(C(C1)C)C=C(C(=C2)O)I)(F)F (N-Trifluoroacetyl-7-hydroxy-8-iodo-1-methyl-2,3,4,5-tetrahydro-1H-3-benzazepine). Yield: 97.6%. As a reaction SMILES: [F:1][C:2]([F:21])([F:20])[C:3]([N:5]1[CH2:11][CH:10]([CH3:12])[C:9]2[CH:13]=[C:14]([I:19])[C:15]([O:17]C)=[CH:16][C:8]=2[CH2:7][CH2:6]1)=[O:4].B(Br)(Br)Br>ClCCl>[F:20][C:2]([F:1])([F:21])[C:3]([N:5]1[CH2:11][CH:10]([CH3:12])[C:9]2[CH:13]=[C:14]([I:19])[C:15]([OH:17])=[CH:16][C:8]=2[CH2:7][CH2:6]1)=[O:4]. Procedure: A solution of N-trifluoroacetyl-8-iodo-7-methoxy-1-methyl-2,3,4,5-tetrahydro-1H-3-benzazepine (80 mg, 0.19 mmol) in dichloromethane (3 mL) was treated with BBr3 (0.40 mL of a 1.0M solution in CH2Cl2, 0.40 mmol) and stirred overnight at 20 C. The excess BBr3 was quenched with water and the product mixture was diluted with ether (20 mL), washed with Na2CO3 (10 mL) and brine (10 mL), dried with Na2SO4 and concentrated. Flash chromatography (15% EtOAc in hexane, silica) resulted in 74 mg of a white ... The reactants are ClC1=CC=C(C=C1)SC1=C(C=C(CO)C=C1Cl)Cl (4-(4-Chlorophenylthio)-3,5-dichlorobenzyl alcohol), S(=O)(Cl)Cl (thionyl chloride). The reagents and catalysts are CN(C=O)C (dimethylformamide), CN(C=O)C (dimethylformamide). The product is ClC1=CC=C(C=C1)SC1=C(C=C(CCl)C=C1Cl)Cl (4-(4-chlorophenylthio)-3,5-dichlorobenzyl chloride). The yield is 100.0%. RXN SMILES: [Cl:1][C:2]1[CH:7]=[CH:6][C:5]([S:8][C:9]2[C:16]([Cl:17])=[CH:15][C:12]([CH2:13]O)=[CH:11][C:10]=2[Cl:18])=[CH:4][CH:3]=1.S(Cl)([Cl:21])=O>CN(C)C=O>[Cl:1][C:2]1[CH:7]=[CH:6][C:5]([S:8][C:9]2[C:16]([Cl:17])=[CH:15][C:12]([CH2:13][Cl:21])=[CH:11][C:10]=2[Cl:18])=[CH:4][CH:3]=1. Procedure: 4-(4-Chlorophenylthio)-3,5-dichlorobenzyl alcohol (1.28 g, 4.00 mmol) was added to stirred thionyl chloride (5.0 ml) at ambient temperature. The solution was refluxed 15 minutes, treated with dimethylformamide (1 drop), refluxed 15 minutes, treated with more dimethylformamide (1 drop), and refluxed 1 hour. Thionyl chloride was evaporated under a stream of nitrogen, hexane (5 ml) was added and evaporated under a stream of nitrogen, and the residue was dried under vacuum. Hexane (10 ml) was added,... Product: CN1CCC(N(Cc2cc3nc(Cl)nc(N4CCOCC4)c3s2)S(C)(=O)=O)C1. Reaction SMILES: [CH2:31]=[O:32].[CH:28]([OH:29])=[O:30].[Cl:1][c:2]1[n:3][c:4]([N:22]2[CH2:23][CH2:24][O:25][CH2:26][CH2:27]2)[c:5]2[c:6]([n:7]1)[cH:8][c:9]([CH2:11][N:12]([S:13](=[O:14])(=[O:15])[CH3:16])[CH:17]1[CH2:18][NH:19][CH2:20][CH2:21]1)[s:10]2.[Na+:34].[OH-:33]>>[Cl:1][c:2]1[n:3][c:4]([N:22]2[CH2:23][CH2:24][O:25][CH2:26][CH2:27]2)[c:5]2[c:6]([n:7]1)[cH:8][c:9]([CH2:11][N:12]([S:13](=[O:14])(=[O:15])[CH3:16])[CH:17]1[CH2:18][N:19]([CH3:28])[CH2:20][CH2:21]1)[s:10]2. Starting materials: C=O, O=CO, CS(=O)(=O)N(Cc1cc2nc(Cl)nc(N3CCOCC3)c2s1)C1CCNC1, [Na+], [OH-]. As a reaction SMILES: [Cl:1][C:2]1[N:7]=[N:6][C:5]([NH:8][NH2:9])=[CH:4][CH:3]=1.[N+:10]([C:13]1[CH:21]=[CH:20][C:16]([C:17](O)=[O:18])=[CH:15][CH:14]=1)([O-:12])=[O:11].Cl.C1COCC1>O>[Cl:1][C:2]1[N:7]=[N:6][C:5]([NH:8][NH:9][C:17](=[O:18])[C:16]2[CH:15]=[CH:14][C:13]([N+:10]([O-:12])=[O:11])=[CH:21][CH:20]=2)=[CH:4][CH:3]=1. The product is ClC1=CC=C(N=N1)NNC(C1=CC=C(C=C1)[N+](=O)[O-])=O (N′-(6-chloropyridazin-3-yl)-4-nitrobenzohydrazide). Starting materials: ClC1=CC=C(N=N1)NN ((6-chloropyridazin-3-yl)hydrazine), [N+](=O)([O-])C1=CC=C(C(=O)O)C=C1 (4-nitrobenzoic acid), Cl (hydrochloride), C1CCOC1 (THF). Run in O (water). Procedure details: A mixture of (6-chloropyridazin-3-yl)hydrazine, 4-nitrobenzoic acid, WSCD hydrochloride and THF was stirred at room temperature for 2 hours. The reaction solution was combined with water, and the precipitate was collected by filtration, washed with water and diethyl ether to obtain N′-(6-chloropyridazin-3-yl)-4-nitrobenzohydrazide. To this, acetic acid was added, and the mixture was stirred at 110° C. for 2 hours, the reaction solution was concentrated under reduced pressure, and the resultant c... Conditions: time 2 hour. The reactants are C(CC)(=O)[O-].[K+] (potassium propionate), [Cl-].C(CCCCCCCCC)[N+](C)(C)CCCCCCCCCC (didecyldimethylammonium chloride). Reaction conditions: time 2 hour. The product is C(CC)(=O)[O-].C(CCCCCCCCC)[N+](C)(C)CCCCCCCCCC (Didecyldimethylammonium propionate). Reaction SMILES: [C:1]([O-:5])(=[O:4])[CH2:2][CH3:3].[K+].[Cl-].[CH2:8]([N+:18]([CH2:21][CH2:22][CH2:23][CH2:24][CH2:25][CH2:26][CH2:27][CH2:28][CH2:29][CH3:30])([CH3:20])[CH3:19])[CH2:9][CH2:10][CH2:11][CH2:12][CH2:13][CH2:14][CH2:15][CH2:16][CH3:17]>>[C:1]([O-:5])(=[O:4])[CH2:2][CH3:3].[CH2:21]([N+:18]([CH2:8][CH2:9][CH2:10][CH2:11][CH2:12][CH2:13][CH2:14][CH2:15][CH2:16][CH3:17])([CH3:20])[CH3:19])[CH2:22][CH2:23][CH2:24][CH2:25][CH2:26][CH2:27][CH2:28][CH2:29][CH3:30] |f:0.1,2.3,4.5|. Procedure: 0.4 mole of potassium propionate and 0.4 mole of 80% didecyldimethylammonium chloride in solid form were mixed in a flask. The mixture was heated to 60° C.-80° C. and held for 2 hours.